From a dataset of the Open Reaction Database (ORD), a public repository of structured organic reaction records. describe an organic reaction: reactants, conditions, products, and yield Reactants: 2D, C(C)(C)(C)OC(=O)N(C)CC=1C=C(C=CC1S(=O)(=O)CC)NC(CCCC1=CC=C(C=C1)B(O)O)=O (4-(4-(3-((tert-Butoxycarbonyl(methyl)amino)methyl)-4-(ethylsulfonyl)phenylamino)-4-oxobutyl)phenylboronic acid), NC=1C=C2C=CN=C(C2=CC1)N(C(=O)OC(C)(C)C)C(=O)OC(C)(C)C (6-Amino-1-(di-tert-butoxycarbonylamino)isoquinoline), O.C(C=O)(=O)O (glyoxylic acid monohydrate). The product is C(C)(C)(C)OC(=O)N(C1=NC=CC2=CC(=CC=C12)NC(C(=O)O)C1=CC=C(C=C1)CCCC(=O)NC1=CC(=C(C=C1)S(=O)(=O)CC)CN(C)C(=O)OC(C)(C)C)C(=O)OC(C)(C)C (2-(1-(bis(tert-Butoxycarbonyl)amino)isoquinolin-6-ylamino)-2-(4-(4-(3-((tert-butoxycarbonyl(methyl)amino)methyl)-4-(ethylsulfonyl)phenylamino)-4-oxobutyl)phenyl)acetic acid). RXN SMILES: [C:1]([O:5][C:6]([N:8]([CH2:10][C:11]1[CH:12]=[C:13]([NH:22][C:23](=[O:36])[CH2:24][CH2:25][CH2:26][C:27]2[CH:32]=[CH:31][C:30](B(O)O)=[CH:29][CH:28]=2)[CH:14]=[CH:15][C:16]=1[S:17]([CH2:20][CH3:21])(=[O:19])=[O:18])[CH3:9])=[O:7])([CH3:4])([CH3:3])[CH3:2].[NH2:37][C:38]1[CH:39]=[C:40]2[C:45](=[CH:46][CH:47]=1)[C:44]([N:48]([C:56]([O:58][C:59]([CH3:62])([CH3:61])[CH3:60])=[O:57])[C:49]([O:51][C:52]([CH3:55])([CH3:54])[CH3:53])=[O:50])=[N:43][CH:42]=[CH:41]2.O.[C:64]([OH:68])(=[O:67])[CH:65]=O>>[C:59]([O:58][C:56]([N:48]([C:49]([O:51][C:52]([CH3:53])([CH3:54])[CH3:55])=[O:50])[C:44]1[C:45]2[C:40](=[CH:39][C:38]([NH:37][CH:65]([C:30]3[CH:31]=[CH:32][C:27]([CH2:26][CH2:25][CH2:24][C:23]([NH:22][C:13]4[CH:14]=[CH:15][C:16]([S:17]([CH2:20][CH3:21])(=[O:19])=[O:18])=[C:11]([CH2:10][N:8]([C:6]([O:5][C:1]([CH3:4])([CH3:3])[CH3:2])=[O:7])[CH3:9])[CH:12]=4)=[O:36])=[CH:28][CH:29]=3)[C:64]([OH:68])=[O:67])=[CH:47][CH:46]=2)[CH:41]=[CH:42][N:43]=1)=[O:57])([CH3:62])([CH3:61])[CH3:60] |f:2.3|. Procedure details: Using a procedure analogous to that used to prepare 2D, 17D (0.130 g, 0.25 mmol) was reacted with Intermediate 1 (0.090 g, 0.25 mmol) and glyoxylic acid monohydrate (0.027 g, 0.29 mmol) to give, after purification by reverse phase HPLC, 17E (109 mg, 49%). MS (ESI) m/z 890.1 (M+H)+.